From a dataset of the Open Reaction Database (ORD), a public repository of structured organic reaction records. describe an organic reaction: reactants, conditions, products, and yield The reactants are ICCC1(COCC2=CC=CC=C12)C1=CC=CC=C1 (4-(2-iodoethyl)-4-phenylisochroman), C1(C=2C(C(N1)=O)=CC=CC2)=O.[K] (potassium phthalimide). The solvent is ice water, CN(C)C=O (DMF). Reaction conditions: time 14 hour. Yields the product C1(=CC=CC=C1)C1(COCC2=CC=CC=C12)CCN1C(C=2C(C1=O)=CC=CC2)=O (4-Phenyl-4-[2-(phthalimido)ethyl]isochroman). Yield: 22.8%. RXN SMILES: I[CH2:2][CH2:3][C:4]1([C:14]2[CH:19]=[CH:18][CH:17]=[CH:16][CH:15]=2)[C:13]2[C:8](=[CH:9][CH:10]=[CH:11][CH:12]=2)[CH2:7][O:6][CH2:5]1.[C:20]1(=[O:30])[NH:24][C:23](=[O:25])[C:22]2=[CH:26][CH:27]=[CH:28][CH:29]=[C:21]12.[K]>CN(C=O)C>[C:14]1([C:4]2([CH2:3][CH2:2][N:24]3[C:23](=[O:25])[C:22]4=[CH:26][CH:27]=[CH:28][CH:29]=[C:21]4[C:20]3=[O:30])[C:13]3[C:8](=[CH:9][CH:10]=[CH:11][CH:12]=3)[CH2:7][O:6][CH2:5]2)[CH:19]=[CH:18][CH:17]=[CH:16][CH:15]=1 |f:1.2,^1:30|. Reported procedure: A mixture of synthesized 4-(2-iodoethyl)-4-phenylisochroman (0.5 g) and potassium phthalimide (0.51 g) was heated in DMF (10 ml) at 60° C. with stirring for 14 hours. The reaction mixture was then poured in ice-water and the syrup separating out was extracted with ethyl acetate. The extract was washed with water, dried over anhydrous sodium sulfate and concentrated to dryness. The residue was purified by silica gel column chromatography and recrystallized from ethyl acetate-hexane to provide the... Reactants: CCCC[N+](CCCC)(CCCC)CCCC, C1CCOC1, C[Si](C)(C)C(F)(F)F, [F-], O=Cc1ccc(-c2nc3ccc(C4(c5ccccc5)CC4)nc3s2)c(F)c1. Product: OC(c1ccc(-c2nc3ccc(C4(c5ccccc5)CC4)nc3s2)c(F)c1)C(F)(F)F. As a reaction SMILES: [CH2:37]([N+:38]([CH2:39][CH2:40][CH2:41][CH3:42])([CH2:43][CH2:44][CH2:45][CH3:46])[CH2:47][CH2:48][CH2:49][CH3:50])[CH2:51][CH2:52][CH3:53].[CH2:54]1[O:55][CH2:56][CH2:57][CH2:58]1.[CH3:28][Si:29]([C:30]([F:31])([F:32])[F:33])([CH3:34])[CH3:35].[F-:36].[F:1][c:2]1[cH:3][c:4]([CH:5]=[O:6])[cH:7][cH:8][c:9]1-[c:10]1[s:11][c:12]2[n:13][c:14]([C:19]3([c:22]4[cH:23][cH:24][cH:25][cH:26][cH:27]4)[CH2:20][CH2:21]3)[cH:15][cH:16][c:17]2[n:18]1>>[F:1][c:2]1[cH:3][c:4]([CH:5]([OH:6])[C:30]([F:31])([F:32])[F:33])[cH:7][cH:8][c:9]1-[c:10]1[s:11][c:12]2[n:13][c:14]([C:19]3([c:22]4[cH:23][cH:24][cH:25][cH:26][cH:27]4)[CH2:20][CH2:21]3)[cH:15][cH:16][c:17]2[n:18]1.